From a dataset of the Open Reaction Database (ORD), a public repository of structured organic reaction records. describe an organic reaction: reactants, conditions, products, and yield The reactants are COC=1N=CC=C2C1NN=C2C2=CC=CC=C2 (7-methoxy-3-phenyl-1H-pyrazolo[3,4-c]pyridine), IC1=CSC=C1 (3-iodothiophene), N1[C@H](C(=O)O)CCC1 (L-proline), C([O-])([O-])=O.[K+].[K+] (potassium carbonate). The reagents and catalysts are [Cu]I (copper(I) iodide). Solvent: CS(=O)C (DMSO). Product: COC=1N=CC=C2C1N(N=C2C2=CC=CC=C2)C2=CSC=C2 (7-methoxy-3-phenyl-1-(3-thienyl)-1H-pyrazolo[3,4-c]pyridine). Yield: 9.3%. Reaction SMILES: [CH3:1][O:2][C:3]1[N:4]=[CH:5][CH:6]=[C:7]2[C:11]([C:12]3[CH:17]=[CH:16][CH:15]=[CH:14][CH:13]=3)=[N:10][NH:9][C:8]=12.I[C:19]1[CH:23]=[CH:22][S:21][CH:20]=1.N1CCC[C@H]1C(O)=O.C(=O)([O-])[O-].[K+].[K+]>CS(C)=O.[Cu]I>[CH3:1][O:2][C:3]1[N:4]=[CH:5][CH:6]=[C:7]2[C:11]([C:12]3[CH:13]=[CH:14][CH:15]=[CH:16][CH:17]=3)=[N:10][N:9]([C:19]3[CH:23]=[CH:22][S:21][CH:20]=3)[C:8]=12 |f:3.4.5|. Reported procedure: A solution of 7-methoxy-3-phenyl-1H-pyrazolo[3,4-c]pyridine (225 mg) obtained in Step C of Example 10, 3-iodothiophene (1.05 g), L-proline (46.1 mg), potassium carbonate (691 mg) and copper(I) iodide (38.1 mg) in DMSO (10 mL) was stirred under nitrogen atmosphere at 180° C. for 1 hr. The reaction mixture was purified by silica gel column chromatography (ethyl acetate/hexane) to give the title compound (28.5 mg). Yields the product NC[C@H]1CN(CC1)C[C@@H]1CN2C(C=CC=3C=CC(N1C23)=O)=O ((1R)-1-{[(3S)-3-(aminomethyl)-1-pyrrolidinyl]methyl}-1,2-dihydro-4H,9H-imidazo[1,2,3-ij]-1,8-naphthyridine-4,9-dione). Reaction conditions: time 8 hour. Procedure details: To a 25 mL round-bottomed flask was added N-[((3S)-1-{[(1R)-4,9-dioxo-1,2-dihydro-4H,9H-imidazo[1,2,3-ij]-1,8-naphthyridin-1-yl]methyl}-3-pyrrolidinyl)methyl]-2,2,2-trifluoroacetamide (85 mg, 0.214 mmol) in methanol (9 ml) and water (1.00 ml) to give a yellow solution. Potassium carbonate (59.3 mg, 0.429 mmol) was added and the reaction was stirred overnight. LCMS indicated a complete reaction. The reaction was diluted with 20% MeOH/DCM (100 mL), dried over Na2SO4, filtered and concentrated to g... The solvent is CO.C(Cl)Cl (MeOH DCM), CO (methanol), O (water). Isolated yield 93.5%. The reactants are O=C1N2C=3N(C(C=CC3C=C1)=O)[C@@H](C2)CN2C[C@@H](CC2)CNC(C(F)(F)F)=O (N-[((3S)-1-{[(1R)-4,9-dioxo-1,2-dihydro-4H,9H-imidazo[1,2,3-ij]-1,8-naphthyridin-1-yl]methyl}-3-pyrrolidinyl)methyl]-2,2,2-trifluoroacetamide), C([O-])([O-])=O.[K+].[K+] (Potassium carbonate). RXN SMILES: [O:1]=[C:2]1[CH:11]=[CH:10][C:9]2[CH:8]=[CH:7][C:6](=[O:12])[N:5]3[C@H:13]([CH2:15][N:16]4[CH2:20][CH2:19][C@@H:18]([CH2:21][NH:22]C(=O)C(F)(F)F)[CH2:17]4)[CH2:14][N:3]1[C:4]=23.C(=O)([O-])[O-].[K+].[K+]>CO.O.CO.C(Cl)Cl>[NH2:22][CH2:21][C@@H:18]1[CH2:19][CH2:20][N:16]([CH2:15][C@H:13]2[N:5]3[C:4]4[N:3]([C:2](=[O:1])[CH:11]=[CH:10][C:9]=4[CH:8]=[CH:7][C:6]3=[O:12])[CH2:14]2)[CH2:17]1 |f:1.2.3,6.7|.